Dataset: the Open Reaction Database (ORD), a public repository of structured organic reaction records. Task: describe an organic reaction: reactants, conditions, products, and yield Isolated yield 84.0%. Conditions: temperature -33 celsius, time 2 hour. RXN SMILES: [C:1]1([C:7]2([CH3:14])[CH2:11][O:10][C:9]([CH3:13])([CH3:12])[CH2:8]2)[CH:6]=[CH:5][CH:4]=[CH:3][CH:2]=1.N.[Li].[Cl-].[NH4+]>C(O)C>[C:1]1([C:7]2([CH3:14])[CH2:11][O:10][C:9]([CH3:13])([CH3:12])[CH2:8]2)[CH2:2][CH:3]=[CH:4][CH2:5][CH:6]=1 |f:3.4,^1:15|. The reactants are [Cl-].[NH4+] (ammonium chloride), C1(=CC=CC=C1)C1(CC(OC1)(C)C)C (4-phenyl-2,2,4-trimethyltetrahydrofuran), N (ammonia), N (ammonia), [Li] (lithium). Procedure: A 150 g sample of 4-phenyl-2,2,4-trimethyltetrahydrofuran was added to 1000 ml of anhydrous ammonia, followed by 109 g of anhydrous ethanol. To this mixture was added portionwise over 1 hr 18.7 g of lithium wire. The mixture was allowed to stir at -33° C. for an additional 2 hrs., then sufficient ammonium chloride was added to discharge any residual blue color. The ammonia was allowed to evaporate and the residue was treated with 500 ml of hexane and 500 ml of water. The organic layer was separa... Product: C1(=CCC=CC1)C1(CC(OC1)(C)C)C (4-(1,4-cyclohexadienyl)-2,2,4-trimethyltetrahydrofuran). Run in C(C)O (ethanol).